This data is from the Open Reaction Database (ORD), a public repository of structured organic reaction records. The task is: describe an organic reaction: reactants, conditions, products, and yield Reactants: CC(C)(C)OC(=O)N1CCC(C(CCCCl)C(=O)O)CC1, NNC(=O)OCc1ccccc1, ClCCl, CCOC(C)=O, O. Product: CC(C)(C)OC(=O)N1CCC(C(CCCCl)C(=O)NNC(=O)OCc2ccccc2)CC1. RXN SMILES: [C:1](=[O:2])([OH:3])[CH:4]([CH2:5][CH2:6][CH2:7][Cl:8])[CH:9]1[CH2:10][CH2:11][N:12]([C:15](=[O:16])[O:17][C:18]([CH3:19])([CH3:20])[CH3:21])[CH2:13][CH2:14]1.[C:22]([NH:23][NH2:24])(=[O:25])[O:26][CH2:27][c:28]1[cH:29][cH:30][cH:31][cH:32][cH:33]1.[CH2:41]([Cl:42])[Cl:43].[CH3:34][CH2:35][O:36][C:37](=[O:38])[CH3:39].[OH2:40]>>[C:1](=[O:3])([CH:4]([CH2:5][CH2:6][CH2:7][Cl:8])[CH:9]1[CH2:10][CH2:11][N:12]([C:15](=[O:16])[O:17][C:18]([CH3:19])([CH3:20])[CH3:21])[CH2:13][CH2:14]1)[NH:24][NH:23][C:22](=[O:25])[O:26][CH2:27][c:28]1[cH:29][cH:30][cH:31][cH:32][cH:33]1. Starting materials: COC(=O)c1cc(N2CCCC2=O)cc(N2CCCC2=O)c1F, O=C(O)c1cc(N2CCCC2=O)cc(N2CCCC2=O)c1. Product: O=C(O)c1cc(N2CCCC2=O)cc(N2CCCC2=O)c1F. RXN SMILES: [F:22][c:23]1[c:24]([C:25](=[O:26])[O:27][CH3:28])[cH:29][c:30]([N:39]2[C:40](=[O:44])[CH2:41][CH2:42][CH2:43]2)[cH:31][c:32]1[N:33]1[C:34](=[O:38])[CH2:35][CH2:36][CH2:37]1.[O:1]=[C:2]1[CH2:3][CH2:4][CH2:5][N:6]1[c:7]1[cH:8][c:9]([C:19]([OH:20])=[O:21])[cH:10][c:11]([N:12]2[CH2:13][CH2:14][CH2:15][C:16]2=[O:17])[cH:18]1>>[F:22][c:23]1[c:24]([C:25](=[O:26])[OH:27])[cH:29][c:30]([N:39]2[C:40](=[O:44])[CH2:41][CH2:42][CH2:43]2)[cH:31][c:32]1[N:33]1[C:34](=[O:38])[CH2:35][CH2:36][CH2:37]1. The reactants are O=C([O-])[O-], C=CCBr, Cl, [K+], [K+], CCCc1cc(Oc2ccccc2)ccc1O, CN(C)C=O. Product: C=CCOc1ccc(Oc2ccccc2)cc1CCC. Reaction SMILES: [C:18](=[O:19])([O-:20])[O-:21].[CH2:24]([CH:25]=[CH2:26])[Br:27].[ClH:28].[K+:22].[K+:23].[O:1]([c:2]1[cH:3][cH:4][cH:5][cH:6][cH:7]1)[c:8]1[cH:9][c:10]([CH2:15][CH2:16][CH3:17])[c:11]([OH:14])[cH:12][cH:13]1.[O:29]=[CH:30][N:31]([CH3:32])[CH3:33]>>[O:1]([c:2]1[cH:3][cH:4][cH:5][cH:6][cH:7]1)[c:8]1[cH:9][c:10]([CH2:15][CH2:16][CH3:17])[c:11]([O:14][CH2:26][CH:25]=[CH2:24])[cH:12][cH:13]1. The reactants are COc1cc2c(Cl)ncnc2cc1OCCn1ccnc1, O=C1Cc2ccc(F)cc2N1, [H-], [Na+], CN(C)C=O. Yields the product Cl, COc1cc2c(C3C(=O)Nc4cc(F)ccc43)ncnc2cc1OCCn1ccnc1. As a reaction SMILES: [Cl:14][c:15]1[n:16][cH:17][n:18][c:19]2[cH:20][c:21]([O:27][CH2:28][CH2:29][n:30]3[cH:31][n:32][cH:33][cH:34]3)[c:22]([O:25][CH3:26])[cH:23][c:24]12.[F:1][c:2]1[cH:3][cH:4][c:5]2[c:9]([cH:10]1)[NH:8][C:7](=[O:11])[CH2:6]2.[H-:12].[Na+:13].[O:35]=[CH:36][N:37]([CH3:38])[CH3:39]>>[ClH:14].[F:1][c:2]1[cH:3][cH:4][c:5]2[c:9]([cH:10]1)[NH:8][C:7](=[O:11])[CH:6]2[c:15]1[n:16][cH:17][n:18][c:19]2[cH:20][c:21]([O:27][CH2:28][CH2:29][n:30]3[cH:31][n:32][cH:33][cH:34]3)[c:22]([O:25][CH3:26])[cH:23][c:24]12. Starting materials: C(#N)C1(CC1)C=1C=C(C(=O)O)C=CC1 (3-(1-cyanocyclopropyl)benzoic acid), C(C(=O)Cl)(=O)Cl (oxalyl chloride). Reagents/catalysts: CN(C=O)C (N,N-dimethylformamide). Run in O1CCCC1 (tetrahydrofuran). Run at time 3 hour. Yields the product C(#N)C1(CC1)C=1C=C(C(=O)Cl)C=CC1 (3-(1-cyanocyclopropyl)benzoyl chloride). Reaction SMILES: [C:1]([C:3]1([C:6]2[CH:7]=[C:8]([CH:12]=[CH:13][CH:14]=2)[C:9](O)=[O:10])[CH2:5][CH2:4]1)#[N:2].C(Cl)(=O)C([Cl:18])=O>O1CCCC1.CN(C)C=O>[C:1]([C:3]1([C:6]2[CH:7]=[C:8]([CH:12]=[CH:13][CH:14]=2)[C:9]([Cl:18])=[O:10])[CH2:5][CH2:4]1)#[N:2]. Reported procedure: To a solution of 3-(1-cyanocyclopropyl)benzoic acid (10.0 g, 53.4 mmol) produced in Example A1(iii) in tetrahydrofuran (130 mL) were added oxalyl chloride (5.47 mL, 64.1 mmol) and N,N-dimethylformamide (2 drops), and the mixture was stirred at room temperature for 3 hr. The reaction mixture was concentrated under reduced pressure to give 3-(1-cyanocyclopropyl)benzoyl chloride as a colorless oil. The reactants are Cc1noc(C)c1-c1c(C(O)C(N)=O)c2ccccc2n1-c1ccc(O)cc1, O=C(O)C(F)(F)F. Product: Cc1noc(C)c1-c1c(CC(N)=O)c2ccccc2n1-c1ccc(O)cc1. As a reaction SMILES: [CH3:8][c:9]1[n:10][o:11][c:12]([CH3:35])[c:13]1-[c:14]1[n:15](-[c:28]2[cH:29][cH:30][c:31]([OH:34])[cH:32][cH:33]2)[c:16]2[cH:17][cH:18][cH:19][cH:20][c:21]2[c:22]1[CH:23]([C:24](=[O:25])[NH2:26])[OH:27].[F:1][C:2]([F:3])([F:4])[C:5]([OH:6])=[O:7]>>[CH3:8][c:9]1[n:10][o:11][c:12]([CH3:35])[c:13]1-[c:14]1[n:15](-[c:28]2[cH:29][cH:30][c:31]([OH:34])[cH:32][cH:33]2)[c:16]2[cH:17][cH:18][cH:19][cH:20][c:21]2[c:22]1[CH2:23][C:24](=[O:25])[NH2:26]. Starting materials: [Br-], CC(=O)[O-], CC(=O)[O-], CCC(O)(CC(=O)OC(C)(C)C)c1ccn(Cc2cc3cc(OCc4ccccc4)c(F)cc3nc2I)c(=O)c1, CCCCCO, CC(=O)[O-], CCCC[N+](CCCC)(CCCC)CCCC, CO, [K+], [Pd+2]. Product: OCc1cc2cc(OCc3ccccc3)c(F)cc2nc1I. As a reaction SMILES: [Br-:46].[C:72]([O-:73])(=[O:74])[CH3:75].[C:77]([O-:78])(=[O:79])[CH3:80].[CH2:1]([c:2]1[cH:3][cH:4][cH:5][cH:6][cH:7]1)[O:8][c:9]1[cH:10][c:11]2[cH:12][c:13]([CH2:21][n:22]3[cH:23][cH:24][c:25]([C:26]([OH:27])([CH2:28][CH3:29])[CH2:30][C:31]([O:32][C:33]([CH3:34])([CH3:35])[CH3:36])=[O:37])[cH:38][c:39]3=[O:40])[c:14]([I:20])[n:15][c:16]2[cH:17][c:18]1[F:19].[CH2:64]([OH:65])[CH2:66][CH2:67][CH2:68][CH3:69].[CH3:42][C:43]([O-:44])=[O:45].[CH3:47][CH2:48][CH2:49][CH2:50][N+:51]([CH2:52][CH2:53][CH2:54][CH3:55])([CH2:56][CH2:57][CH2:58][CH3:59])[CH2:60][CH2:61][CH2:62][CH3:63].[CH3:70][OH:71].[K+:41].[Pd+2:76]>>[CH2:1]([c:2]1[cH:3][cH:4][cH:5][cH:6][cH:7]1)[O:8][c:9]1[cH:10][c:11]2[cH:12][c:13]([CH2:21][OH:44])[c:14]([I:20])[n:15][c:16]2[cH:17][c:18]1[F:19]. The reactants are CC(C)(C)OC(=O)N1CCC(=CC(=O)O)CC1, C#Cc1cccc(Nc2ncnc3ccc(N)cc23)c1, C1CCOC1, CN1CCOCC1, CC(C)COC(=O)Cl, c1ccncc1. Product: C#Cc1cccc(Nc2ncnc3ccc(NC(=O)C=C4CCN(C(=O)OC(C)(C)C)CC4)cc23)c1. As a reaction SMILES: [C:1]([CH3:2])([CH3:3])([CH3:4])[O:5][C:6](=[O:7])[N:8]1[CH2:9][CH2:10][C:11](=[CH:14][C:15](=[O:16])[OH:17])[CH2:12][CH2:13]1.[C:33](#[CH:34])[c:35]1[cH:36][c:37]([NH:41][c:42]2[n:43][cH:44][n:45][c:46]3[cH:47][cH:48][c:49]([NH2:52])[cH:50][c:51]23)[cH:38][cH:39][cH:40]1.[CH2:59]1[O:60][CH2:61][CH2:62][CH2:63]1.[CH3:26][N:27]1[CH2:28][CH2:29][O:30][CH2:31][CH2:32]1.[Cl:18][C:19]([O:20][CH2:21][CH:22]([CH3:23])[CH3:24])=[O:25].[cH:53]1[cH:54][cH:55][n:56][cH:57][cH:58]1>>[C:1]([CH3:2])([CH3:3])([CH3:4])[O:5][C:6](=[O:7])[N:8]1[CH2:9][CH2:10][C:11](=[CH:14][C:15](=[O:17])[NH:52][c:49]2[cH:48][cH:47][c:46]3[n:45][cH:44][n:43][c:42]([NH:41][c:37]4[cH:36][c:35]([C:33]#[CH:34])[cH:40][cH:39][cH:38]4)[c:51]3[cH:50]2)[CH2:12][CH2:13]1. Reactants: CC=1C(=NC=C(C1)C)CN(CCCN)C1CCCC=2C=CC=NC12 (N1-(3,5-Dimethyl-pyridin-2-ylmethyl)-N1-(5,6,7,8-tetrahydro-quinolin-8-yl)-propane-1,3-diamine), C[Si](C)(C)N=C=O (trimethylsilyl-isocyanate), resultant solution. The solvent is CC(C)O (2-propanol). The product is CC=1C(=NC=C(C1)C)CN(CCCNC(=O)N)C1CCCC=2C=CC=NC12 ({3-[(3,5-Dimethyl-pyridin-2-ylmethyl)-(5,6,7,8-tetrahydro-quinolin-8-yl)-amino]-propyl}-urea). Yield: 72.9%. RXN SMILES: [CH3:1][C:2]1[C:3]([CH2:9][N:10]([CH:15]2[C:24]3[N:23]=[CH:22][CH:21]=[CH:20][C:19]=3[CH2:18][CH2:17][CH2:16]2)[CH2:11][CH2:12][CH2:13][NH2:14])=[N:4][CH:5]=[C:6]([CH3:8])[CH:7]=1.C[Si]([N:29]=[C:30]=[O:31])(C)C>CC(O)C>[CH3:1][C:2]1[C:3]([CH2:9][N:10]([CH:15]2[C:24]3[N:23]=[CH:22][CH:21]=[CH:20][C:19]=3[CH2:18][CH2:17][CH2:16]2)[CH2:11][CH2:12][CH2:13][NH:14][C:30]([NH2:29])=[O:31])=[N:4][CH:5]=[C:6]([CH3:8])[CH:7]=1. Procedure: To a solution of N1-(3,5-Dimethyl-pyridin-2-ylmethyl)-N1-(5,6,7,8-tetrahydro-quinolin-8-yl)-propane-1,3-diamine (101 mg, 0.31 mmol) in 2-propanol (4 mL) was added trimethylsilyl-isocyanate (65 μL, 0.48 mmol). The resultant solution was stirred at room temperature overnight then concentrated. Purification of the crude material by radial chromatography on silica gel (1 mm plate, 20:1:1 CH2Cl2-MeOH—NH4OH) provided 83 mg (73%) of the free base of the title compound as a white foam. Conversion of the... Reactants: C(C)(C)NC1=NS(C2=C(N1)C=CC(=C2)[N+](=O)[O-])(=O)=O (3-isopropylamino-7-nitro-4H-1,2,4-benzothiadiazine 1,1-dioxide), [H][H] (hydrogen). The reagents and catalysts are [Pd] (Pd/C). The solvent is CO (methanol). Product: NC1=CC2=C(NC(=NS2(=O)=O)NC(C)C)C=C1 (7-Amino-3-isopropylamino-4H-1,2,4-benzothiadiazine 1,1-dioxide). RXN SMILES: [CH:1]([NH:4][C:5]1[NH:10][C:9]2[CH:11]=[CH:12][C:13]([N+:15]([O-])=O)=[CH:14][C:8]=2[S:7](=[O:19])(=[O:18])[N:6]=1)([CH3:3])[CH3:2].[H][H]>CO.[Pd]>[NH2:15][C:13]1[CH:12]=[CH:11][C:9]2[NH:10][C:5]([NH:4][CH:1]([CH3:3])[CH3:2])=[N:6][S:7](=[O:18])(=[O:19])[C:8]=2[CH:14]=1. Procedure: A solution of 3-isopropylamino-7-nitro-4H-1,2,4-benzothiadiazine 1,1-dioxide (0.6 g) in hot methanol (25 mL) was supplemented with 10% Pd/C (0.06 g) and submitted to hydrogen under pressure (4 bars) for 1 h at 40° C. The insoluble material was removed by filtration and the filtrate was concentrated to dryness by evaporation under reduced pressure. The residue of the crude title compound was recrystallized from methanol-water (yield: 0.45 g); m.p.: 278-283° C.; IR (KBr): 3455, 3363, 3216, 2972, 1...